Dataset: the Open Reaction Database (ORD), a public repository of structured organic reaction records. Task: describe an organic reaction: reactants, conditions, products, and yield Starting materials: C(CCC)[Li] (Butyl lithium), ClC1=C(C=C(C=C1)F)Cl (1,2-dichloro-4-fluorobenzene), CN(C=O)C1=CC=CC=C1 (N-methyl-N-phenylformamide), S(O)(O)(=O)=O (sulphuric acid). The solvent is O1CCCC1 (tetrahydrofuran), O1CCCC1 (tetrahydrofuran), CCOCC (ether). Conditions: time 2 hour. Product: ClC1=C(C=O)C(=CC=C1Cl)F (2,3-Dichloro-6-fluorobenzaldehyde). As a reaction SMILES: C([Li])CCC.[Cl:6][C:7]1[CH:12]=[CH:11][C:10]([F:13])=[CH:9][C:8]=1[Cl:14].CN(C1C=CC=CC=1)[CH:17]=[O:18].S(=O)(=O)(O)O>O1CCCC1.CCOCC>[Cl:14][C:8]1[C:7]([Cl:6])=[CH:12][CH:11]=[C:10]([F:13])[C:9]=1[CH:17]=[O:18]. Procedure details: Butyl lithium (48 ml of 1.6M in hexane, 52.3 mmoles) was added with stirring over 1.5 hours under nitrogen to a solution of 1,2-dichloro-4-fluorobenzene (7.85 g, 47.6 mmoles) in dry tetrahydrofuran (120 ml) at -68°. The solution wa stirred at -68° for 2 hours and then N-methyl-N-phenylformamide (6.48 ml) in dry tetrahydrofuran (15 ml) was added over 1.5 hours. After a further 1.5 hours at -68°, the reaction mixture was poured into 10% aqueous sulphuric acid and ether. The ethereal layer was sepa... The reactants are C1CCOC1, CO, COC(=O)C(=Cc1ccc(OCCn2c(=O)sc3cc(C(=O)c4ccccc4Cl)ccc32)cc1)C(=O)OC, C1COCCO1. Product: COC(=O)C(Cc1ccc(OCCn2c(=O)sc3cc(C(=O)c4ccccc4Cl)ccc32)cc1)C(=O)OC. Reaction SMILES: [CH2:41]1[O:42][CH2:43][CH2:44][CH2:45]1.[CH3:39][OH:40].[Cl:1][c:2]1[c:3]([C:4](=[O:5])[c:6]2[cH:7][c:8]3[c:9]([n:10]([CH2:14][CH2:15][O:16][c:17]4[cH:18][cH:19][c:20]([CH:21]=[C:22]([C:23](=[O:24])[O:25][CH3:26])[C:27](=[O:28])[O:29][CH3:30])[cH:31][cH:32]4)[c:11](=[O:13])[s:12]3)[cH:33][cH:34]2)[cH:35][cH:36][cH:37][cH:38]1.[O:46]1[CH2:47][CH2:48][O:49][CH2:50][CH2:51]1>>[Cl:1][c:2]1[c:3]([C:4](=[O:5])[c:6]2[cH:7][c:8]3[c:9]([n:10]([CH2:14][CH2:15][O:16][c:17]4[cH:18][cH:19][c:20]([CH2:21][CH:22]([C:23](=[O:24])[O:25][CH3:26])[C:27](=[O:28])[O:29][CH3:30])[cH:31][cH:32]4)[c:11](=[O:13])[s:12]3)[cH:33][cH:34]2)[cH:35][cH:36][cH:37][cH:38]1. Reactants: [F-].[K+] (Potassium fluoride), FC1=C(C=CC=C1F)B(O)O (2,3-difluoro phenyl boronic acid), BrC=1C=NC(=NC1)N1C=C(C2=CC=C(C=C12)C(=O)N1CCOCC1)S(=O)C ([1-(5-bromo-pyrimidin-2-yl)-3-methanesulfinyl-1H-indol-6-yl]-morpholin-4-yl-methanone). The reagents and catalysts are CC(C)([P](C(C)(C)C)([Pd][P](C(C)(C)C)(C(C)(C)C)C(C)(C)C)C(C)(C)C)C (bis(tri-tert-butylphosphine)palladium(0)). Run in C1CCOC1 (THF). Reaction conditions: temperature 70 celsius. Yields the product FC1=C(C=CC=C1F)C=1C=NC(=NC1)N1C=C(C2=CC=C(C=C12)C(=O)N1CCOCC1)S(=O)C ((1-(5-(2,3-Difluorophenyl)pyrimidin-2-yl)-3-(methylsulfinyl)-1H-indol-6-yl)(morpholino)-methanone). Reaction SMILES: [F-].[K+].[F:3][C:4]1[C:9]([F:10])=[CH:8][CH:7]=[CH:6][C:5]=1B(O)O.Br[C:15]1[CH:16]=[N:17][C:18]([N:21]2[C:29]3[C:24](=[CH:25][CH:26]=[C:27]([C:30]([N:32]4[CH2:37][CH2:36][O:35][CH2:34][CH2:33]4)=[O:31])[CH:28]=3)[C:23]([S:38]([CH3:40])=[O:39])=[CH:22]2)=[N:19][CH:20]=1>C1COCC1.CC(C)([P](C(C)(C)C)([Pd][P](C(C)(C)C)(C(C)(C)C)C(C)(C)C)C(C)(C)C)C>[F:3][C:4]1[C:9]([F:10])=[CH:8][CH:7]=[CH:6][C:5]=1[C:15]1[CH:20]=[N:19][C:18]([N:21]2[C:29]3[C:24](=[CH:25][CH:26]=[C:27]([C:30]([N:32]4[CH2:37][CH2:36][O:35][CH2:34][CH2:33]4)=[O:31])[CH:28]=3)[C:23]([S:38]([CH3:40])=[O:39])=[CH:22]2)=[N:17][CH:16]=1 |f:0.1,^1:48,54|. Reported procedure: Potassium fluoride (0.048 g, 0.83 mmol), 2,3-difluoro phenyl boronic acid (0.10 g, 0.67 mmol), and bis(tri-tert-butylphosphine)palladium(0) (0.026 g, 0.05 mmol) were added at room temperature under an argon atmosphere to a solution of [1-(5-bromo-pyrimidin-2-yl)-3-methanesulfinyl-1H-indol-6-yl]-morpholin-4-yl-methanone (0.15 g, 0.33 mmol) in dry THF (12 mL). The reaction mixture was heated at 70° C. for 16 h, then filtered through a plug of celite and concentrated. The residue was purified by fl...